This data is from the Open Reaction Database (ORD), a public repository of structured organic reaction records. The task is: describe an organic reaction: reactants, conditions, products, and yield Starting materials: [BH4-], Clc1nc(Br)sc1Br, CO, Cl, CCOC(=O)C(N)C(=O)c1ccc(C(F)(F)F)cc1, [Na+]. Yields the product CCOC(=O)C(N)C(O)c1ccc(C(F)(F)F)cc1. Reaction SMILES: [BH4-:29].[Br:21][c:22]1[s:23][c:24]([Br:25])[c:26]([Cl:27])[n:28]1.[CH3:31][OH:32].[ClH:1].[NH2:2][CH:3]([C:4](=[O:5])[O:6][CH2:7][CH3:8])[C:9]([c:10]1[cH:11][cH:12][c:13]([C:16]([F:17])([F:18])[F:19])[cH:14][cH:15]1)=[O:20].[Na+:30]>>[NH2:2][CH:3]([C:4](=[O:5])[O:6][CH2:7][CH3:8])[CH:9]([c:10]1[cH:11][cH:12][c:13]([C:16]([F:17])([F:18])[F:19])[cH:14][cH:15]1)[OH:20]. The reactants are CCc1c(C=COC)cccc1-c1nsc(-c2ccc(OC(C)C)c(Cl)c2)n1, Cl, C1CCOC1. Product: CCc1c(CC=O)cccc1-c1nsc(-c2ccc(OC(C)C)c(Cl)c2)n1. As a reaction SMILES: [Cl:1][c:2]1[cH:3][c:4](-[c:12]2[n:13][c:14](-[c:17]3[c:18]([CH2:27][CH3:28])[c:19]([CH:23]=[CH:24][O:25][CH3:26])[cH:20][cH:21][cH:22]3)[n:15][s:16]2)[cH:5][cH:6][c:7]1[O:8][CH:9]([CH3:10])[CH3:11].[ClH:29].[O:30]1[CH2:31][CH2:32][CH2:33][CH2:34]1>>[Cl:1][c:2]1[cH:3][c:4](-[c:12]2[n:13][c:14](-[c:17]3[c:18]([CH2:27][CH3:28])[c:19]([CH2:23][CH:24]=[O:25])[cH:20][cH:21][cH:22]3)[n:15][s:16]2)[cH:5][cH:6][c:7]1[O:8][CH:9]([CH3:10])[CH3:11]. Starting materials: C1(=CC=CC=C1)O (phenol), CC1=C(C=C(C(=C1)Cl)C)[N+](=O)[O-] (2,5-dimethyl-4-chloro-nitrobenzene), C(=O)([O-])[O-].[K+].[K+] (K2CO3). Run in CN(C)C=O (DMF). The product is O(C1=CC=CC=C1)C1=CC(=C(C=C1C)[N+](=O)[O-])C (4-phenoxy-2,5-dimethylnitrobenzene). RXN SMILES: [C:1]1([OH:7])[CH:6]=[CH:5][CH:4]=[CH:3][CH:2]=1.[CH3:8][C:9]1[CH:14]=[C:13](Cl)[C:12]([CH3:16])=[CH:11][C:10]=1[N+:17]([O-:19])=[O:18].C([O-])([O-])=O.[K+].[K+]>CN(C=O)C>[O:7]([C:13]1[C:12]([CH3:16])=[CH:11][C:10]([N+:17]([O-:19])=[O:18])=[C:9]([CH3:8])[CH:14]=1)[C:1]1[CH:6]=[CH:5][CH:4]=[CH:3][CH:2]=1 |f:2.3.4|. Procedure: A solution of 4.44 g (47 mmol) of phenol and 8.76 g (47 mmol) of 2,5-dimethyl-4-chloro-nitrobenzene in 50 ml of DMF was admixed with 9.78 g (71 mmol) of K2CO3 and the mixture was heated under reflux for 10 h. The reactants are C(C)(=O)C1=CNCCC1 (3-acetyl-1,4,5,6-tetrahydropyridine), BrCCC (1-bromopropane), CC(C)N1C=C(CCC1)C(=O)C (Methyl 1-(1-methylethyl)-1,4,5,6-tetrahydro-3-pyridyl ketone). The product is C(CC)N1C=C(CCC1)C(=O)C (Methyl 1-propyl-1,4,5,6-tetrahydro-3-pyridyl ketone). Reaction SMILES: [C:1]([C:4]1[CH2:9][CH2:8][CH2:7][NH:6][CH:5]=1)(=[O:3])[CH3:2].Br[CH2:11][CH2:12][CH3:13].CC(N1CCCC(C(C)=O)=C1)C>>[CH2:11]([N:6]1[CH2:7][CH2:8][CH2:9][C:4]([C:1]([CH3:2])=[O:3])=[CH:5]1)[CH2:12][CH3:13]. Procedure: Methyl 1-propyl-1,4,5,6-tetrahydro-3-pyridyl ketone was prepared from 3-acetyl-1,4,5,6-tetrahydropyridine and 1-bromopropane according to the procedure of Part (b) of Example 1. The product distilled as a pale yellow (b.pt98-100°C./0.5 mm Hg).